From a dataset of the Open Reaction Database (ORD), a public repository of structured organic reaction records. describe an organic reaction: reactants, conditions, products, and yield Reactants: Cl.FC=1C=CC(=C(C1)[C@@H]1NCCC1)OC ((R)-2-(5-Fluoro-2-methoxyphenyl)pyrrolidine hydrochloride), BrC1=C(C=2N(C=C1)N=CC2C(=O)OCC)F (Ethyl 5-bromo-4-fluoropyrazolo[1,5-a]pyridine-3-carboxylate). Yields the product FC=1C=2N(C=CC1N1[C@H](CCC1)C1=C(C=CC(=C1)F)OC)N=CC2C(=O)O ((R)-4-fluoro-5-(2-(5-fluoro-2-methoxyphenyl)pyrrolidin-1-yl)pyrazolo[1,5-a]pyridine-3-carboxylic acid), product. RXN SMILES: Cl.[F:2][C:3]1[CH:4]=[CH:5][C:6]([O:14][CH3:15])=[C:7]([C@H:9]2[CH2:13][CH2:12][CH2:11][NH:10]2)[CH:8]=1.Br[C:17]1[CH:22]=[CH:21][N:20]2[N:23]=[CH:24][C:25]([C:26]([O:28]CC)=[O:27])=[C:19]2[C:18]=1[F:31]>>[F:31][C:18]1[C:19]2[N:20]([N:23]=[CH:24][C:25]=2[C:26]([OH:28])=[O:27])[CH:21]=[CH:22][C:17]=1[N:10]1[CH2:11][CH2:12][CH2:13][C@@H:9]1[C:7]1[CH:8]=[C:3]([F:2])[CH:4]=[CH:5][C:6]=1[O:14][CH3:15] |f:0.1|. Procedure details: The title compound was prepared by a method substantially similar to that mentioned in step-5 and step-6 of example-3 using (R)-2-(5-Fluoro-2-methoxyphenyl)pyrrolidine hydrochloride (step-1) and Ethyl 5-bromo-4-fluoropyrazolo[1,5-a]pyridine-3-carboxylate (step-4 of example-248) to afford the product as white solid. MS (ESI): m/z 374.12 (M+H).